Dataset: the Open Reaction Database (ORD), a public repository of structured organic reaction records. Task: describe an organic reaction: reactants, conditions, products, and yield Starting materials: C1CCOC1, COc1ccc2c(O)cc(-c3nc(C(F)(F)F)cs3)nc2c1C, CC(C)OC(=O)N=NC(=O)OC(C)C, COC(=O)C1CC(O)CCN1C(=O)OCc1ccccc1, c1ccc(P(c2ccccc2)c2ccccc2)cc1. Yields the product COC(=O)C1CC(Oc2cc(-c3nc(C(F)(F)F)cs3)nc3c(C)c(OC)ccc23)CCN1C(=O)OCc1ccccc1. RXN SMILES: [CH2:78]1[O:79][CH2:80][CH2:81][CH2:82]1.[CH3:1][O:2][c:3]1[cH:4][cH:5][c:6]2[c:7]([OH:23])[cH:8][c:9](-[c:14]3[s:15][cH:16][c:17]([C:19]([F:20])([F:21])[F:22])[n:18]3)[n:10][c:11]2[c:12]1[CH3:13].[O:64]=[C:65]([O:66][CH:67]([CH3:68])[CH3:69])[N:70]=[N:71][C:72]([O:73][CH:74]([CH3:75])[CH3:76])=[O:77].[OH:24][CH:25]1[CH2:26][CH:27]([C:41](=[O:42])[O:43][CH3:44])[N:28]([C:31](=[O:32])[O:33][CH2:34][c:35]2[cH:36][cH:37][cH:38][cH:39][cH:40]2)[CH2:29][CH2:30]1.[c:45]1([P:46]([c:47]2[cH:48][cH:49][cH:50][cH:51][cH:52]2)[c:53]2[cH:54][cH:55][cH:56][cH:57][cH:58]2)[cH:59][cH:60][cH:61][cH:62][cH:63]1>>[CH3:1][O:2][c:3]1[cH:4][cH:5][c:6]2[c:7]([O:23][CH:25]3[CH2:26][CH:27]([C:41](=[O:42])[O:43][CH3:44])[N:28]([C:31](=[O:32])[O:33][CH2:34][c:35]4[cH:36][cH:37][cH:38][cH:39][cH:40]4)[CH2:29][CH2:30]3)[cH:8][c:9](-[c:14]3[s:15][cH:16][c:17]([C:19]([F:20])([F:21])[F:22])[n:18]3)[n:10][c:11]2[c:12]1[CH3:13]. Starting materials: CC(C)(C)OC(=O)CC(NC(=O)c1ccccc1)C(=O)CF, ClCCl, O=C(O)C(F)(F)F. The product is O=C(O)CC(NC(=O)c1ccccc1)C(=O)CF. RXN SMILES: [C:8]([CH3:9])([CH3:10])([CH3:11])[O:12][C:13]([CH2:14][CH:15]([C:16]([CH2:17][F:18])=[O:19])[NH:20][C:21]([c:22]1[cH:23][cH:24][cH:25][cH:26][cH:27]1)=[O:28])=[O:29].[Cl:30][CH2:31][Cl:32].[OH:1][C:2]([C:3]([F:4])([F:5])[F:6])=[O:7]>>[O:12]=[C:13]([CH2:14][CH:15]([C:16]([CH2:17][F:18])=[O:19])[NH:20][C:21]([c:22]1[cH:23][cH:24][cH:25][cH:26][cH:27]1)=[O:28])[OH:29]. Starting materials: CI, CC(=O)O, CN(C)C=O, O=C(O)c1cccc(C(=O)Nc2ccc3c(=O)n4c(nc3c2)C(=Cc2ccccc2)CC4)c1, [H-], [Na+], O. Product: CN(C(=O)c1cccc(C(=O)O)c1)c1ccc2c(=O)n3c(nc2c1)C(=Cc1ccccc1)CC3. Reaction SMILES: [CH3:36][I:37].[CH3:38][C:39](=[O:40])[OH:41].[CH3:42][N:43]([CH3:44])[CH:45]=[O:46].[CH:1]([c:2]1[cH:3][cH:4][cH:5][cH:6][cH:7]1)=[C:8]1[CH2:9][CH2:10][n:11]2[c:12]1[n:13][c:14]1[cH:15][c:16]([NH:22][C:23](=[O:24])[c:25]3[cH:26][c:27]([C:28](=[O:29])[OH:30])[cH:31][cH:32][cH:33]3)[cH:17][cH:18][c:19]1[c:20]2=[O:21].[H-:35].[Na+:34].[OH2:47]>>[CH:1]([c:2]1[cH:3][cH:4][cH:5][cH:6][cH:7]1)=[C:8]1[CH2:9][CH2:10][n:11]2[c:12]1[n:13][c:14]1[cH:15][c:16]([N:22]([C:23](=[O:24])[c:25]3[cH:26][c:27]([C:28](=[O:29])[OH:30])[cH:31][cH:32][cH:33]3)[CH3:38])[cH:17][cH:18][c:19]1[c:20]2=[O:21].